This data is from the Open Reaction Database (ORD), a public repository of structured organic reaction records. The task is: describe an organic reaction: reactants, conditions, products, and yield Starting materials: ClC(Cl)Cl, O=[Mn]=O, OCc1ccc2ccc(-c3ccccc3)nc2c1, O=Cc1ccc2ccc(-c3ccccc3)nc2c1. Yields the product Cc1ccc2ccc(-c3ccccc3)nc2c1. As a reaction SMILES: [CH:37]([Cl:38])([Cl:39])[Cl:40].[O:41]=[Mn:42]=[O:43].[c:19]1(-[c:20]2[cH:21][cH:22][c:23]3[c:24]([cH:25][c:26]([CH2:27][OH:28])[cH:29][cH:30]3)[n:31]2)[cH:32][cH:33][cH:34][cH:35][cH:36]1.[c:1]1(-[c:7]2[n:8][c:9]3[cH:10][c:11]([CH:17]=[O:18])[cH:12][cH:13][c:14]3[cH:15][cH:16]2)[cH:2][cH:3][cH:4][cH:5][cH:6]1>>[c:1]1(-[c:7]2[n:8][c:9]3[cH:10][c:11]([CH3:17])[cH:12][cH:13][c:14]3[cH:15][cH:16]2)[cH:2][cH:3][cH:4][cH:5][cH:6]1. The reactants are N1N=NN=C1 (tetrazole), BrCCCCCOC=1C(=CC=C2C(=CC(OC12)=O)NC1=C(C=NC=C1Cl)Cl)OC (8-(5-Bromopentyloxy)-4-(3,5-dichloropyridin-4-ylamino)-7-methoxy-2H-chromen-2-one). Product: N=1N(N=NC1)CCCCCOC=1C(=CC=C2C(=CC(OC12)=O)NC1=C(C=NC=C1Cl)Cl)OC (8-(5-(2H-Tetrazol-2-yl)pentyloxy)-4-(3,5-dichloropyridin-4-ylamino)-7-methoxy-2H-chromen-2-one). RXN SMILES: [NH:1]1[CH:5]=[N:4][N:3]=[N:2]1.Br[CH2:7][CH2:8][CH2:9][CH2:10][CH2:11][O:12][C:13]1[C:14]([O:33][CH3:34])=[CH:15][CH:16]=[C:17]2[C:22]=1[O:21][C:20](=[O:23])[CH:19]=[C:18]2[NH:24][C:25]1[C:30]([Cl:31])=[CH:29][N:28]=[CH:27][C:26]=1[Cl:32]>>[N:1]1[N:2]([CH2:7][CH2:8][CH2:9][CH2:10][CH2:11][O:12][C:13]2[C:14]([O:33][CH3:34])=[CH:15][CH:16]=[C:17]3[C:22]=2[O:21][C:20](=[O:23])[CH:19]=[C:18]3[NH:24][C:25]2[C:30]([Cl:31])=[CH:29][N:28]=[CH:27][C:26]=2[Cl:32])[N:3]=[N:4][CH:5]=1. Procedure details: The title compound was prepared from tetrazole and 8-(5-bromopentyloxy)-4-(3,5-dichloropyridin-4-ylamino)-7-methoxy-2H-chromen-2-one (Example 28) following the procedure outlined in Example 98. 1H NMR (400 MHz, DMSO-d6): δ 9.52 (s, 1H), 8.94 (s, 1H), 8.81 (s, 2H), 7.94 (d, 1H), 7.19 (d, 1H), 4.72 (t, 2H), 4.63 (s, 1H), 3.96 (t, 2H), 3.90 (s, 3H), 1.98 (m, 2H), 1.70 (m, 2H), 1.46 (m, 2H); MS (ESI): 490.9. Starting materials: CC1(OC2=C(C1)C=C(C=C2)C2CCC(CC2)=O)C (4-(2,3-dihydro-2,2-dimethylbenzofuran-5-yl)-1-cyclohexanone). Reagents/catalysts: [Pd] (palladium on charcoal). Solvent: C(C)O (ethanol). Yields the product CC1(OC2=C(C1)C=C(C=C2)C2=CCC(CC2)=O)C (1-(2,3-dihydro-2,2-dimethylbenzofuran-5-yl)-1-cyclohexen-4-one). As a reaction SMILES: [CH3:1][C:2]1([CH3:18])[CH2:6][C:5]2[CH:7]=[C:8]([CH:11]3[CH2:16][CH2:15][C:14](=[O:17])[CH2:13][CH2:12]3)[CH:9]=[CH:10][C:4]=2[O:3]1>[Pd].C(O)C>[CH3:1][C:2]1([CH3:18])[CH2:6][C:5]2[CH:7]=[C:8]([C:11]3[CH2:16][CH2:15][C:14](=[O:17])[CH2:13][CH:12]=3)[CH:9]=[CH:10][C:4]=2[O:3]1. Reported procedure: This compound is prepared in a manner analogous to that of Step C of Example 2, by the hydrogenation of 6.3 grams (0.026 mole) of 1-(2,3-dihydro-2,2-dimethylbenzofuran-5-yl)-1-cyclohexen-4-one in the presence of 0.4 gram (catalyst) of 10% palladium on charcoal in 50 mL of ethanol, yielding 4-(2,3-dihydro-2,2-dimethylbenzofuran-5-yl)-1-cyclohexanone. Starting materials: CCOC(C)=O, CN(C)C=O, O=C(Cl)C(=O)Cl, ClCCCl, Nc1ccc(Oc2ccnc(NC(=O)N3CCCC3)c2)c(F)c1, NC(=O)Cc1ccccc1. Product: O=C(Cc1ccccc1)NC(=O)Nc1ccc(Oc2ccnc(NC(=O)N3CCCC3)c2)c(F)c1. Reaction SMILES: [CH3:40][CH2:41][O:42][C:43](=[O:44])[CH3:45].[CH3:50][N:51]([CH3:52])[CH:53]=[O:54].[Cl:11][C:12](=[O:13])[C:14]([Cl:15])=[O:16].[Cl:46][CH2:47][CH2:48][Cl:49].[NH2:17][c:18]1[cH:19][c:20]([F:39])[c:21]([O:22][c:23]2[cH:24][c:25]([NH:29][C:30](=[O:31])[N:32]3[CH2:33][CH2:34][CH2:35][CH2:36]3)[n:26][cH:27][cH:28]2)[cH:37][cH:38]1.[NH2:1][C:2](=[O:3])[CH2:4][c:5]1[cH:6][cH:7][cH:8][cH:9][cH:10]1>>[NH:1]([C:2](=[O:3])[CH2:4][c:5]1[cH:6][cH:7][cH:8][cH:9][cH:10]1)[C:12](=[O:13])[NH:17][c:18]1[cH:19][c:20]([F:39])[c:21]([O:22][c:23]2[cH:24][c:25]([NH:29][C:30](=[O:31])[N:32]3[CH2:33][CH2:34][CH2:35][CH2:36]3)[n:26][cH:27][cH:28]2)[cH:37][cH:38]1. Starting materials: CC1=C(N)C(=CC=C1)C(C)C (2-methyl-6-isopropylaniline), B(F)(F)F.F (tetrafluoboric acid), N(=O)[O-].[Na+] (sodium nitrite). Solvent: O (water). Run at temperature 10 celsius, time 1 hour. Product: FC1=C(C=CC=C1C(C)C)C (2-fluoro-3-isopropyltoluene). The yield is 61.0%. RXN SMILES: [CH3:1][C:2]1[CH:8]=[CH:7][CH:6]=[C:5]([CH:9]([CH3:11])[CH3:10])[C:3]=1N.B(F)(F)[F:13].F.N([O-])=O.[Na+]>O>[F:13][C:3]1[C:5]([CH:9]([CH3:11])[CH3:10])=[CH:6][CH:7]=[CH:8][C:2]=1[CH3:1] |f:1.2,3.4|. Procedure details: 44.7 g (0.3 mole) of 2-methyl-6-isopropylaniline are added dropwise to 200 ml of 40% strength tetrafluoboric acid at 5° C., followed by a solution of 20.7 g of sodium nitrite in 20 ml of water. The mixture is stirred for 1 hour at 10° C. The precipitated diazonium tetrafluoborate is filtered off under suction and suspended in succession in 50 ml of ice water, 50 ml of cold ethanol and 50 ml of diethyl ether. The suspension is added dropwise to a flask preheated at 150° C. When the evolution of g...